From a dataset of the Open Reaction Database (ORD), a public repository of structured organic reaction records. describe an organic reaction: reactants, conditions, products, and yield Starting materials: C(C)(=O)NC1(C2CCC(CC1)C2)C#N (2-acetylamino-2-cyano-bicyclo[3.2.1]octane), ( 8/1 ), C(C)(=O)O (acetic acid). The reagents and catalysts are [Pt]=O (platinum oxide). Solvent: C(C)(=O)OC(C)=O (acetic anhydride). The product is C(C)(=O)NC1(C2CCC(CC1)C2)CNC(C)=O (2-Acetylamino-2-acetylaminomethyl-bicyclo[3.2.1]octane). Reaction SMILES: [C:1]([NH:4][C:5]1([C:13]#[N:14])[CH2:11][CH2:10][CH:9]2[CH2:12][CH:6]1[CH2:7][CH2:8]2)(=[O:3])[CH3:2].[C:15](O)(=[O:17])[CH3:16]>C(OC(=O)C)(=O)C.[Pt]=O>[C:1]([NH:4][C:5]1([CH2:13][NH:14][C:15](=[O:17])[CH3:16])[CH2:11][CH2:10][CH:9]2[CH2:12][CH:6]1[CH2:7][CH2:8]2)(=[O:3])[CH3:2]. Procedure: The procedure is as in Example 1, but starting from 2-acetylamino-2-cyano-bicyclo[3.2.1]octane (9 g), in the form of the mixture of the exo and endo racemates in a ratio of (8/1), in acetic acid (140 cc) and acetic anhydride (8.8 cc), in the presence of Adams platinum oxide (0.9 g); by chromatographing the residue from the evaporation on a column 5.5 cm in diameter containing silica gel (250 g), eluting with a mixture of ethyl acetate and ethanol (75/25 by volume) and collecting fractions of 100... Reaction SMILES: [CH3:1][O:2][c:3]1[cH:4][c:5]2[c:6]([s:7][c:8]([C:10]([N:11]3[CH2:12][CH2:18][O:19][CH2:20][CH2:21]3)([CH:13]([CH2:14][C:15]#[N:16])[CH3:17])[C:22]#[N:23])[cH:9]2)[cH:24][c:25]1[O:26][CH3:27].[CH3:28][C:29]([OH:30])=[O:31].[OH2:32]>>[CH3:1][O:2][c:3]1[cH:4][c:5]2[c:6]([s:7][c:8]([C:10]([CH:13]([CH2:14][C:15]#[N:16])[CH3:17])=[O:30])[cH:9]2)[cH:24][c:25]1[O:26][CH3:27]. Reactants: COc1cc2cc(C(C#N)(C(C)CC#N)N3CCOCC3)sc2cc1OC, CC(=O)O, O. The product is COc1cc2cc(C(=O)C(C)CC#N)sc2cc1OC. The reactants are FC1=C(CBr)C=CC(=C1)F (2,4-difluorobenzyl bromide), Grignard reagent, [Mg] (magnesium), [Cl-].[NH4+] (ammonium chloride), CN(C)C(C1C(CCCC1)=O)C1=CC=CC=C1 (2-(dimethylaminophenylmethyl)cyclohexanone). Solvent: CCOCC (ether), CCOCC (ether), CCOCC (ether). The product is Cl.FC1=C(CC2(C(CCCC2)C(C2=CC=CC=C2)N(C)C)O)C=CC(=C1)F (1-(2,4-difluorobenzyl)-2-(dimethylaminophenylmethyl)cyclohexanol, hydrochloride). Isolated yield 32.4%. Reaction SMILES: [Mg].[F:2][C:3]1[CH:10]=[C:9]([F:11])[CH:8]=[CH:7][C:4]=1[CH2:5]Br.[CH3:12][N:13]([CH:15]([C:23]1[CH:28]=[CH:27][CH:26]=[CH:25][CH:24]=1)[CH:16]1[CH2:21][CH2:20][CH2:19][CH2:18][C:17]1=[O:22])[CH3:14].[Cl-:29].[NH4+]>CCOCC>[ClH:29].[F:2][C:3]1[CH:10]=[C:9]([F:11])[CH:8]=[CH:7][C:4]=1[CH2:5][C:17]1([OH:22])[CH2:18][CH2:19][CH2:20][CH2:21][CH:16]1[CH:15]([N:13]([CH3:12])[CH3:14])[C:23]1[CH:24]=[CH:25][CH:26]=[CH:27][CH:28]=1 |f:3.4,6.7|. Procedure: 0.29 g (11.9 mmole) of magnesium turnings was stirred in 5 ml of ether of analysis purity. 2.47 g (11.9 mmole) of 2,4-difluorobenzyl bromide dissolved in 10 ml of ether were added dropwise so that the reaction mixture boiled gently. After completion of the addition the reaction mixture was stirred for a further hour at RT. 2.30 g (9.9 mmole) of the 2-(dimethylaminophenylmethyl)cyclohexanone prepared according to Example 1 were dissolved in 10 ml of ether, added dropwise to the Grignard reagent w... Starting materials: C[Si](C)(C)CCOCCl (SEM-Cl), CN(C)C=O (DMF), CC(C)([O-])C.[K+] (potassium tert-butoxide), OC=1C=NC=CC1 (3-hydroxypyridine). The solvent is C1CCOC1 (THF), O (water). Reaction conditions: temperature -10 celsius, time 10 minute. Yields the product C[Si](CCOCOC=1C=NC=CC1)(C)C (3-(2-(trimethylsilyl)ethoxymethoxy)-pyridine). Reaction SMILES: CN(C=O)C.CC(C)([O-])C.[K+].[OH:12][C:13]1[CH:14]=[N:15][CH:16]=[CH:17][CH:18]=1.[CH3:19][Si:20]([CH2:23][CH2:24][O:25][CH2:26]Cl)([CH3:22])[CH3:21]>O.C1COCC1>[CH3:19][Si:20]([CH3:22])([CH3:21])[CH2:23][CH2:24][O:25][CH2:26][O:12][C:13]1[CH:14]=[N:15][CH:16]=[CH:17][CH:18]=1 |f:1.2|. Procedure details: To a stirred mixture of DMF (100 mL) and THF (100 mL), was added solid potassium tert-butoxide (17.96 g, 0.16 mol). After all of the solid had dissolved, the solution was cooled to ≦5° C. and 3-hydroxypyridine (14.25 g, 0.15 mol) was added all at once. After stirring for 10 minutes, the mixture was cooled to −10° C. and SEM-Cl, 25 g, 0.15 mol) was added dropwise at such a rate that the internal temperature remained at ≦−5° C. After the addition was complete, the mixture was stirred at 0° C. for ... Reactants: C(=O)(O)CC1=CC=C(CCCNC2=C(C=C(C(=C2)OC)OC)[C@H]2CC=3C=CC(=CC3CC2)OC(C(C)(C)C)=O)C=C1 (pivalic acid (R)-6-{2-[(4-carboxymethylbenzyl)ethylamino]-4,5-dimethoxyphenyl}-5,6,7,8-tetrahydronaphthalen-2-yl ester), N1CCCCC1 (piperidine). Yields the product C(C)N(C1=C(C=C(C(=C1)OC)OC)[C@H]1CC=2C=CC(=CC2CC1)O)CC1=CC=C(C=C1)CCN1CCCCC1 ((R)-6-{2-{Ethyl[4-(2-piperidin-1-ylethyl)benzyl]amino}-4,5-dimethoxyphenyl}-5,6,7,8-tetrahydronaphthalen-2-ol). The yield is 39.0%. RXN SMILES: C(CC1C=CC(C[CH2:10][CH2:11][NH:12][C:13]2[CH:18]=[C:17]([O:19][CH3:20])[C:16]([O:21][CH3:22])=[CH:15][C:14]=2[C@@H:23]2[CH2:32][CH2:31][C:30]3[CH:29]=[C:28]([O:33]C(=O)C(C)(C)C)[CH:27]=[CH:26][C:25]=3[CH2:24]2)=CC=1)(O)=O.[NH:42]1[CH2:47][CH2:46][CH2:45][CH2:44][CH2:43]1>>[CH2:11]([N:12]([CH2:29][C:30]1[CH:31]=[CH:32][C:23]([CH2:14][CH2:13][N:42]2[CH2:47][CH2:46][CH2:45][CH2:44][CH2:43]2)=[CH:24][CH:25]=1)[C:13]1[CH:18]=[C:17]([O:19][CH3:20])[C:16]([O:21][CH3:22])=[CH:15][C:14]=1[C@@H:23]1[CH2:32][CH2:31][C:30]2[CH:29]=[C:28]([OH:33])[CH:27]=[CH:26][C:25]=2[CH2:24]1)[CH3:10]. Reported procedure: Synthesized from pivalic acid (R)-6-{2-[(4-carboxymethylbenzyl)ethylamino]-4,5-dimethoxyphenyl}-5,6,7,8-tetrahydronaphthalen-2-yl ester (19 mg) and piperidine (20 mg) according to an analogous synthetic method to Example 715 and purified by LC-MS, the title compound (3.5 mg) was obtained. The reactants are [Al+3], [Cl-], [Cl-], [Cl-], O=C(Cl)CCCCl, ClCCl, O, O=C1NCCCc2ccsc21. The product is O=C(CCCCl)c1cc2c(s1)C(=O)NCCC2. RXN SMILES: [Al+3:20].[Cl-:19].[Cl-:21].[Cl-:22].[Cl:12][CH2:13][CH2:14][CH2:15][C:16](=[O:17])[Cl:18].[Cl:24][CH2:25][Cl:26].[OH2:23].[s:1]1[cH:2][cH:3][c:4]2[c:5]1[C:6](=[O:11])[NH:7][CH2:8][CH2:9][CH2:10]2>>[s:1]1[c:2]([C:16]([CH2:15][CH2:14][CH2:13][Cl:12])=[O:17])[cH:3][c:4]2[c:5]1[C:6](=[O:11])[NH:7][CH2:8][CH2:9][CH2:10]2.